Dataset: the Open Reaction Database (ORD), a public repository of structured organic reaction records. Task: describe an organic reaction: reactants, conditions, products, and yield Starting materials: NC1=C(C=CC=C1)C1CCN(CC1)C([C@@H](CC1=CC=C(C=C1)Cl)NC(=O)[C@H]1N(CC2=CC=CC=C2C1)C(=O)OC(C)(C)C)=O (tert-butyl 3-(N-{(1R)-2-[4-(2-aminophenyl)piperidyl]-1-[(4-chlorophenyl)methyl]-2-oxoethyl}carbamoyl)(3S)-1,2,3,4-tetrahydroisoquinoline-2-carboxylate), C(C)N=C=O (ethylisocyanate). The solvent is CC#N (CH3CN). Product: ClC1=CC=C(C=C1)C[C@H](C(=O)N1CCC(CC1)C1=C(C=CC=C1)NC(=O)NC)NC(=O)[C@H]1N(CC2=CC=CC=C2C1)C(=O)OC(C)(C)C (tert-Butyl 3-{N-[(1R)-1-[(4-chlorophenyl)methyl]-2-(4-{2-[(methylamino)carbonylamino]phenyl}piperidyl)-2-oxoethyl]carbamoyl}(3S)-1,2,3,4-tetrahydroisoquinoline-2-carboxylate). Isolated yield 78.5%. Reaction SMILES: [NH2:1][C:2]1[CH:7]=[CH:6][CH:5]=[CH:4][C:3]=1[CH:8]1[CH2:13][CH2:12][N:11]([C:14](=[O:44])[C@H:15]([NH:24][C:25]([C@@H:27]2[CH2:36][C:35]3[C:30](=[CH:31][CH:32]=[CH:33][CH:34]=3)[CH2:29][N:28]2[C:37]([O:39][C:40]([CH3:43])([CH3:42])[CH3:41])=[O:38])=[O:26])[CH2:16][C:17]2[CH:22]=[CH:21][C:20]([Cl:23])=[CH:19][CH:18]=2)[CH2:10][CH2:9]1.[CH2:45]([N:47]=[C:48]=[O:49])C>CC#N>[Cl:23][C:20]1[CH:19]=[CH:18][C:17]([CH2:16][C@@H:15]([NH:24][C:25]([C@@H:27]2[CH2:36][C:35]3[C:30](=[CH:31][CH:32]=[CH:33][CH:34]=3)[CH2:29][N:28]2[C:37]([O:39][C:40]([CH3:41])([CH3:43])[CH3:42])=[O:38])=[O:26])[C:14]([N:11]2[CH2:12][CH2:13][CH:8]([C:3]3[CH:4]=[CH:5][CH:6]=[CH:7][C:2]=3[NH:1][C:48]([NH:47][CH3:45])=[O:49])[CH2:9][CH2:10]2)=[O:44])=[CH:22][CH:21]=1. Procedure: To a 50 mL round-bottomed flask equipped with stirring was added tert-butyl 3-(N-{(1R)-2-[4-(2-aminophenyl)piperidyl]-1-[(4-chlorophenyl)methyl]-2-oxoethyl}carbamoyl)(3S)-1,2,3,4-tetrahydroisoquinoline-2-carboxylate (Example 20) (462 mg, 0.75 mmol) followed by CH3CN (15 mL) and ethylisocyanate (Chemservice, Inc.) (45.6 mg. 0.80 mmol). The reaction mixture was stirred at RT for 16 h, then the solvent was removed in vacuo. The resulting yellow oil was dissolved in EtOAc (20 mL) and washed with sat... Reactants: Cl.Cl.NC1=CC(=C(C(=O)NCC2CCNCC2)C=C1Cl)OC (4-Amino-5-chloro-2-methoxy-N-(piperidin-4-ylmethyl)benzamide dihydrochloride), BrCCCCCC(=O)C1=CC(=CC=C1)O (6-bromo-1-(3-hydroxyphenyl)-1-hexanone), C([O-])([O-])=O.[K+].[K+] (potassium carbonate). Yields the product NC1=CC(=C(C(=O)NCC2CCN(CC2)CCCCCC(=O)C2=CC(=CC=C2)O)C=C1Cl)OC (4-amino-5-chloro-2-methoxy-N-((1-(6-(3-hydroxyphenyl)-6-oxohexyl)-piperidin-4-yl)methyl)benzamide). Yield: 13.5%. Reaction SMILES: Cl.Cl.[NH2:3][C:4]1[C:19]([Cl:20])=[CH:18][C:7]([C:8]([NH:10][CH2:11][CH:12]2[CH2:17][CH2:16][NH:15][CH2:14][CH2:13]2)=[O:9])=[C:6]([O:21][CH3:22])[CH:5]=1.Br[CH2:24][CH2:25][CH2:26][CH2:27][CH2:28][C:29]([C:31]1[CH:36]=[CH:35][CH:34]=[C:33]([OH:37])[CH:32]=1)=[O:30].C(=O)([O-])[O-].[K+].[K+]>>[NH2:3][C:4]1[C:19]([Cl:20])=[CH:18][C:7]([C:8]([NH:10][CH2:11][CH:12]2[CH2:13][CH2:14][N:15]([CH2:24][CH2:25][CH2:26][CH2:27][CH2:28][C:29]([C:31]3[CH:36]=[CH:35][CH:34]=[C:33]([OH:37])[CH:32]=3)=[O:30])[CH2:16][CH2:17]2)=[O:9])=[C:6]([O:21][CH3:22])[CH:5]=1 |f:0.1.2,4.5.6|. Reported procedure: 4-Amino-5-chloro-2-methoxy-N-(piperidin-4-ylmethyl)benzamide dihydrochloride (0.96 g) as a starting compound, 6-bromo-1-(3-hydroxyphenyl)-1-hexanone (0.70 g) and potassium carbonate (1.60 g) were reacted and purified in the same manner as in Example 172 to give 0.17 g of 4-amino-5-chloro-2-methoxy-N-((1-(6-(3-hydroxyphenyl)-6-oxohexyl)-piperidin-4-yl)methyl)benzamide as a brown oil. The product is CCCCc1nc(C(F)(F)F)ccc1C#CC(=O)NCc1ccc(NS(C)(=O)=O)cc1Cl. Starting materials: CCCCc1nc(C(F)(F)F)ccc1C#CC(=O)O, Cl, CS(=O)(=O)Nc1ccc(CN)cc1, CS(=O)(=O)Nc1ccc(CN)c(Cl)c1. Reaction SMILES: [CH2:29]([CH2:30][CH2:31][CH3:32])[c:33]1[n:34][c:35]([C:44]([F:45])([F:46])[F:47])[cH:36][cH:37][c:38]1[C:39]#[C:40][C:41](=[O:42])[OH:43].[ClH:15].[NH2:16][CH2:17][c:18]1[cH:19][cH:20][c:21]([NH:22][S:23]([CH3:24])(=[O:25])=[O:26])[cH:27][cH:28]1.[NH2:1][CH2:2][c:3]1[c:4]([Cl:14])[cH:5][c:6]([NH:9][S:10](=[O:11])(=[O:12])[CH3:13])[cH:7][cH:8]1>>[NH:1]([CH2:2][c:3]1[c:4]([Cl:14])[cH:5][c:6]([NH:9][S:10](=[O:11])(=[O:12])[CH3:13])[cH:7][cH:8]1)[C:41]([C:40]#[C:39][c:38]1[c:33]([CH2:29][CH2:30][CH2:31][CH3:32])[n:34][c:35]([C:44]([F:45])([F:46])[F:47])[cH:36][cH:37]1)=[O:42].